This data is from the Open Reaction Database (ORD), a public repository of structured organic reaction records. The task is: describe an organic reaction: reactants, conditions, products, and yield Starting materials: BrCC1=C(C=C(C=C1)[N+](=O)[O-])F (1-(bromomethyl)-2-fluoro-4-nitrobenzene), C1(C=2C(C(N1)=O)=CC=CC2)=O.[K] (potassium phthalimide). Run in C(C)(=O)OCC (ethyl acetate), CN(C=O)C (dimethylformamide). Run at time 18 hour. Yields the product FC1=C(CN2C(C3=CC=CC=C3C2=O)=O)C=CC(=C1)[N+](=O)[O-] (2-(2-fluoro-4-nitrobenzyl)isoindoline-1,3-dione). Yield: 71.8%. As a reaction SMILES: Br[CH2:2][C:3]1[CH:8]=[CH:7][C:6]([N+:9]([O-:11])=[O:10])=[CH:5][C:4]=1[F:12].[C:13]1(=[O:23])[NH:17][C:16](=[O:18])[C:15]2=[CH:19][CH:20]=[CH:21][CH:22]=[C:14]12.[K]>CN(C)C=O.C(OCC)(=O)C>[F:12][C:4]1[CH:5]=[C:6]([N+:9]([O-:11])=[O:10])[CH:7]=[CH:8][C:3]=1[CH2:2][N:17]1[C:13](=[O:23])[C:14]2[C:15](=[CH:19][CH:20]=[CH:21][CH:22]=2)[C:16]1=[O:18] |f:1.2,^1:23|. Reported procedure: To a stirred solution of crude 1-(bromomethyl)-2-fluoro-4-nitrobenzene (1.335 g, 5.705 mmol) in dimethylformamide was added potassium phthalimide (2.324 g, 12.55 mmol). The reaction mixture was stirred for 18 h The mixture was dissolved in ethyl acetate, washed with water and brine. The organic layer was dried over magnesium sulfate and filtered. The filtrate was removed in vacuo. The crude was purified by column chromatography to give 2-(2-fluoro-4-nitrobenzyl)isoindoline-1,3-dione (1.229 g, 88...